Dataset: the Open Reaction Database (ORD), a public repository of structured organic reaction records. Task: describe an organic reaction: reactants, conditions, products, and yield Reactants: C(CC)(=O)SCC(C(=O)O)C (3-propanoylthio-2-methylpropanoic acid), S(=O)(Cl)Cl (thionyl chloride). Run at time 8 hour. Product: C(CC)(=O)SCC(C(=O)Cl)C (3-Propanoylthio-2-methylpropanoyl chloride). Reaction SMILES: [C:1]([S:5][CH2:6][CH:7]([CH3:11])[C:8](O)=[O:9])(=[O:4])[CH2:2][CH3:3].S(Cl)([Cl:14])=O>>[C:1]([S:5][CH2:6][CH:7]([CH3:11])[C:8]([Cl:14])=[O:9])(=[O:4])[CH2:2][CH3:3]. Reported procedure: A mixture of 3-propanoylthio-2-methylpropanoic acid (19.7 g) and thionyl chloride (16 g) was stirred at room temperature overnight. The reaction mixture was distilled under reduced pressure to give the title compound, b.p. 135°-137° C. (35 mmHg). Reactants: C(C)B(CC)CC (triethylborane), OC(C(=O)OCC)CC(CC(=O)OC(C)(C)C)=O (1-ethyl 6-tert.-butyl 2-hydroxy-4-oxoadipate), C(C)(=O)Cl (acetyl chloride), [BH4-].[Na+] (sodium borohydride). Solvent: C1CCOC1 (THF), CO (methanol), C1CCOC1 (THF). Conditions: time 1 hour. Product: OC(C(=O)OCC)CC(CC(=O)OC(C)(C)C)O (1-ethyl 6-tert.-butyl 2,4-dihydroxyadipate). Isolated yield 94.8%. As a reaction SMILES: C(B(CC)CC)C.[OH:8][CH:9]([CH2:15][C:16](=[O:25])[CH2:17][C:18]([O:20][C:21]([CH3:24])([CH3:23])[CH3:22])=[O:19])[C:10]([O:12][CH2:13][CH3:14])=[O:11].[BH4-].[Na+].C(Cl)(=O)C>C1COCC1.CO>[OH:8][CH:9]([CH2:15][CH:16]([OH:25])[CH2:17][C:18]([O:20][C:21]([CH3:24])([CH3:23])[CH3:22])=[O:19])[C:10]([O:12][CH2:13][CH3:14])=[O:11] |f:2.3|. Procedure: A mixture of THF (2.2 ml), methanol (4.4 ml) and triethylborane (1M in THF) (8.52 ml) was stirred at room temperature for one hour in an argon atmosphere. A solution of 1-ethyl 6-tert.-butyl 2-hydroxy-4-oxoadipate (1.85 g, 7.1 mmol) in THF (2 ml) was dropwise added to the above boran solution at room temperature. After stirring at room temperature for 2 hours and cooling the mixture to -78° C., sodium borohydride (229 mg, 6.1 mmol) was added in one portion, followed by stirring at -78° C. for 2 ... Reactants: ClC=1C=C(C=C(C1)Cl)SC1=C(N=C(N1CC1=CC=C(C=C1)[N+](=O)[O-])CCO)C(C)C (5-(3,5-dichlorophenylthio)-2-(2-hydroxyethyl)-4-isopropyl-1-p-nitrobenzyl-1H-imidazole). Reagents/catalysts: [Pt] (platinum). The solvent is C(C)(=O)OCC (ethyl acetate). The product is NC1=CC=C(CN2C(=NC(=C2SC2=CC(=CC(=C2)Cl)Cl)C(C)C)CCO)C=C1 (1-(p-aminobenzyl)-5-(3,5-dichlorophenylthio)-2-hydroxyethyl-4-isopropyl-1H-imidazole). Reaction SMILES: [Cl:1][C:2]1[CH:3]=[C:4]([S:9][C:10]2[N:14]([CH2:15][C:16]3[CH:21]=[CH:20][C:19]([N+:22]([O-])=O)=[CH:18][CH:17]=3)[C:13]([CH2:25][CH2:26][OH:27])=[N:12][C:11]=2[CH:28]([CH3:30])[CH3:29])[CH:5]=[C:6]([Cl:8])[CH:7]=1>C(OCC)(=O)C.[Pt]>[NH2:22][C:19]1[CH:20]=[CH:21][C:16]([CH2:15][N:14]2[C:10]([S:9][C:4]3[CH:5]=[C:6]([Cl:8])[CH:7]=[C:2]([Cl:1])[CH:3]=3)=[C:11]([CH:28]([CH3:30])[CH3:29])[N:12]=[C:13]2[CH2:25][CH2:26][OH:27])=[CH:17][CH:18]=1. Procedure details: In 10 ml of ethyl acetate was dissolved 124 mg (0.26 mmol)of the nitrobenzyl compound (126a), and 120 mg of platinum sulfided carbon was added at room temperature. H2 gas was introduced for 7 hours under stirring, and the mixture was worked up. The reaction mixture was filtered through Celite under reduced pressure, and the filtrate was distilled off. The residue was purified by silica gel column chromatography (ethyl acetate), the resulting oil was treated with ether for crystallization to give... The reactants are CO, ClCCl, COCCC(NC(=O)OC(C)(C)C)c1ccc(Cl)cc1, Cl. Yields the product COCCC(N)c1ccc(Cl)cc1. RXN SMILES: [CH3:25][OH:26].[Cl:22][CH2:23][Cl:24].[Cl:2][c:3]1[cH:4][cH:5][c:6]([CH:9]([CH2:10][CH2:11][O:12][CH3:13])[NH:14][C:15](=[O:16])[O:17][C:18]([CH3:19])([CH3:20])[CH3:21])[cH:7][cH:8]1.[ClH:1]>>[Cl:2][c:3]1[cH:4][cH:5][c:6]([CH:9]([CH2:10][CH2:11][O:12][CH3:13])[NH2:14])[cH:7][cH:8]1. Reactants: C#Cc1cccc(Nc2ncnc3ccc(NC(=O)C=C4CCNCC4)cc23)c1, O=C([O-])[O-], CI, CC#N, [K+], [K+]. Yields the product C#Cc1cccc(Nc2ncnc3ccc(NC(=O)C=C4CCN(C)CC4)cc23)c1. As a reaction SMILES: [C:1](#[CH:2])[c:3]1[cH:4][c:5]([NH:9][c:10]2[n:11][cH:12][n:13][c:14]3[cH:15][cH:16][c:17]([NH:20][C:21]([CH:22]=[C:23]4[CH2:24][CH2:25][NH:26][CH2:27][CH2:28]4)=[O:29])[cH:18][c:19]23)[cH:6][cH:7][cH:8]1.[C:32](=[O:33])([O-:34])[O-:35].[CH3:30][I:31].[CH3:38][C:39]#[N:40].[K+:36].[K+:37]>>[C:1](#[CH:2])[c:3]1[cH:4][c:5]([NH:9][c:10]2[n:11][cH:12][n:13][c:14]3[cH:15][cH:16][c:17]([NH:20][C:21]([CH:22]=[C:23]4[CH2:24][CH2:25][N:26]([CH3:32])[CH2:27][CH2:28]4)=[O:29])[cH:18][c:19]23)[cH:6][cH:7][cH:8]1. Reactants: C[Si](CC#C)(C)C (trimethyl(prop-2-ynyl)silane), NC1=C(C#N)C(=CC=C1)Br (2-amino-6-bromobenzonitrile). Reagents/catalysts: [Cu]I (CuI), C=1C=CC(=CC1)[P](C=2C=CC=CC2)(C=3C=CC=CC3)[Pd]([P](C=4C=CC=CC4)(C=5C=CC=CC5)C=6C=CC=CC6)([P](C=7C=CC=CC7)(C=8C=CC=CC8)C=9C=CC=CC9)[P](C=1C=CC=CC1)(C=1C=CC=CC1)C=1C=CC=CC1 (Pd(PPh3)4). The solvent is C(C)N(CC)CC (triethylamine). Product: NC1=C(C#N)C(=CC=C1)C#CC[Si](C)(C)C (2-amino-6-(3-(trimethylsilyl)prop-1-ynyl)benzonitrile). Isolated yield 125.2%. Reaction SMILES: [CH3:1][Si:2]([CH3:7])([CH3:6])[CH2:3][C:4]#[CH:5].[NH2:8][C:9]1[CH:16]=[CH:15][CH:14]=[C:13](Br)[C:10]=1[C:11]#[N:12]>C(N(CC)CC)C.[Cu]I.C1C=CC([P]([Pd]([P](C2C=CC=CC=2)(C2C=CC=CC=2)C2C=CC=CC=2)([P](C2C=CC=CC=2)(C2C=CC=CC=2)C2C=CC=CC=2)[P](C2C=CC=CC=2)(C2C=CC=CC=2)C2C=CC=CC=2)(C2C=CC=CC=2)C2C=CC=CC=2)=CC=1>[NH2:8][C:9]1[CH:16]=[CH:15][CH:14]=[C:13]([C:5]#[C:4][CH2:3][Si:2]([CH3:7])([CH3:6])[CH3:1])[C:10]=1[C:11]#[N:12] |^1:30,32,51,70|. Reported procedure: To a stirred solution of trimethyl(prop-2-ynyl)silane (1.12 g, 10 mmol), 2-amino-6-bromobenzonitrile (Klaubert, D. H.; Sellstedt, J. H.; Guinosso, C. J.; Capetola, R. J.; Bell, S. C. J. Med. Chem. 1981, 24, 742) (1.0 g, 5 mmol), CuI (0.01 equiv.) in triethylamine (50 mL) was added Pd(PPh3)4 (0.1 equiv.) at room temperature under nitrogen. The reaction mixture was then refluxed under nitrogen overnight. The solvent was evaporated, and the residue was titrated with EtOAc/water. The organic layer w... Reactants: C(C)(=O)NC1=CC=C2C=CC(NC2=C1C)=O (7-acetylamino-8-methylcarbostyril), Cl (hydrochloric acid). Reaction conditions: temperature 5570 celsius. Yields the product Cl.NC1=CC=C2C=CC(NC2=C1C)=O (7-amino-8-methylcarbostyril hydrochloride). RXN SMILES: C([NH:4][C:5]1[C:14]([CH3:15])=[C:13]2[C:8]([CH:9]=[CH:10][C:11](=[O:16])[NH:12]2)=[CH:7][CH:6]=1)(=O)C.[ClH:17]>>[ClH:17].[NH2:4][C:5]1[C:14]([CH3:15])=[C:13]2[C:8]([CH:9]=[CH:10][C:11](=[O:16])[NH:12]2)=[CH:7][CH:6]=1 |f:2.3|. Reported procedure: To 5 g of 7-acetylamino-8-methylcarbostyril was added 60 ml of 20% hydrochloric acid, and the mixture was heated at 11020 to 120° C. on an oil bath with stirring. After heating for 4 hours, the solvent was removed by evaporation under pressure, then the residue obtained was washed with hot-methanol, dried, next recrystallized from methanol-water to obtain 5.25 g of 7-amino-8-methylcarbostyril hydrochloride. Light yellow needle-like crystals. Melting point: 290°-293° C. (decomposed). Starting materials: FC1=CC(=C2C=CNC2=C1)C=1N=C(C2=C(N1)C=C(S2)CO)N2CCOCC2 ([2-(6-fluoro-1H-indol-4-yl)-4-morpholin-4-yl-thieno[3,2-d]pyrimidin-6-yl]-methanol), C1(=CC=C(C=C1)S(=O)(=O)Cl)C (p-toluenesulfonyl chloride), [H-].[Na+] (sodium hydride). Run in C1CCOC1 (THF), CN(C)C=O (DMF). Run at time 10 minute. Yields the product FC1=CC(=C2C=CN(C2=C1)S(=O)(=O)C1=CC=C(C=C1)C)C=1N=C(C2=C(N1)C=C(S2)COS(=O)(=O)C2=CC=C(C=C2)C)N2CCOCC2 (Toluene-4-sulfonic acid 2-[6-fluoro-1-(toluene-4-sulfonyl)-1H-indol-4-yl]-4-morpholin-4-yl-thieno[3,2-d]pyrimidin-6-ylmethyl ester). Reaction SMILES: [F:1][C:2]1[CH:10]=[C:9]2[C:5]([CH:6]=[CH:7][NH:8]2)=[C:4]([C:11]2[N:12]=[C:13]([N:22]3[CH2:27][CH2:26][O:25][CH2:24][CH2:23]3)[C:14]3[S:19][C:18]([CH2:20][OH:21])=[CH:17][C:15]=3[N:16]=2)[CH:3]=1.[H-].[Na+].[C:30]1([CH3:40])[CH:35]=[CH:34][C:33]([S:36](Cl)(=[O:38])=[O:37])=[CH:32][CH:31]=1>C1COCC1.CN(C=O)C>[F:1][C:2]1[CH:10]=[C:9]2[C:5]([CH:6]=[CH:7][N:8]2[S:36]([C:33]2[CH:34]=[CH:35][C:30]([CH3:40])=[CH:31][CH:32]=2)(=[O:38])=[O:37])=[C:4]([C:11]2[N:12]=[C:13]([N:22]3[CH2:27][CH2:26][O:25][CH2:24][CH2:23]3)[C:14]3[S:19][C:18]([CH2:20][O:21][S:36]([C:33]4[CH:34]=[CH:35][C:30]([CH3:40])=[CH:31][CH:32]=4)(=[O:38])=[O:37])=[CH:17][C:15]=3[N:16]=2)[CH:3]=1 |f:1.2|. Procedure details: To a suspension of [2-(6-fluoro-1H-indol-4-yl)-4-morpholin-4-yl-thieno[3,2-d]pyrimidin-6-yl]-methanol (0.54 g, 1.41 mmol) in anhydrous THF (20 mL) and DMF (5 mL) was added sodium hydride (60% suspension in mineral oil, 0.34 g, 8.5 mmol). The resulting mixture was stirred at RT for 10 min, then p-toluenesulfonyl chloride (1.08 g, 5.66 mmol) was added and the reaction mixture was heated at 40° C. for 3 h.